The task is: describe an organic reaction: reactants, conditions, products, and yield. This data is from the Open Reaction Database (ORD), a public repository of structured organic reaction records. Reactants: CCS(=O)(=O)N(Cc1cccnc1)C(C)c1ccc(Br)cc1, OB(O)c1ccc(F)cc1F, [Na+], [Na+], O=C([O-])[O-], C1COCCO1, c1ccc(P(c2ccccc2)(c2ccccc2)[Pd](P(c2ccccc2)(c2ccccc2)c2ccccc2)(P(c2ccccc2)(c2ccccc2)c2ccccc2)P(c2ccccc2)(c2ccccc2)c2ccccc2)cc1. Product: CCS(=O)(=O)N(Cc1cccnc1)C(C)c1ccc(-c2ccc(F)cc2F)cc1. RXN SMILES: [Br:1][c:2]1[cH:3][cH:4][c:5]([CH:8]([CH3:9])[N:10]([S:11](=[O:12])(=[O:13])[CH2:14][CH3:15])[CH2:16][c:17]2[cH:18][n:19][cH:20][cH:21][cH:22]2)[cH:6][cH:7]1.[F:23][c:24]1[c:25]([B:31]([OH:32])[OH:33])[cH:26][cH:27][c:28]([F:30])[cH:29]1.[Na+:34].[Na+:35].[O-:36][C:37](=[O:38])[O-:39].[O:40]1[CH2:41][CH2:42][O:43][CH2:44][CH2:45]1.[cH:46]1[cH:47][cH:48][c:49]([P:50]([Pd:51]([P:52]([c:53]2[cH:54][cH:55][cH:56][cH:57][cH:58]2)([c:59]2[cH:60][cH:61][cH:62][cH:63][cH:64]2)[c:65]2[cH:66][cH:67][cH:68][cH:69][cH:70]2)([P:71]([c:72]2[cH:73][cH:74][cH:75][cH:76][cH:77]2)([c:78]2[cH:79][cH:80][cH:81][cH:82][cH:83]2)[c:84]2[cH:85][cH:86][cH:87][cH:88][cH:89]2)[P:90]([c:91]2[cH:92][cH:93][cH:94][cH:95][cH:96]2)([c:97]2[cH:98][cH:99][cH:100][cH:101][cH:102]2)[c:103]2[cH:104][cH:105][cH:106][cH:107][cH:108]2)([c:109]2[cH:110][cH:111][cH:112][cH:113][cH:114]2)[c:115]2[cH:116][cH:117][cH:118][cH:119][cH:120]2)[cH:121][cH:122]1>>[c:2]1(-[c:25]2[c:24]([F:23])[cH:29][c:28]([F:30])[cH:27][cH:26]2)[cH:3][cH:4][c:5]([CH:8]([CH3:9])[N:10]([S:11](=[O:12])(=[O:13])[CH2:14][CH3:15])[CH2:16][c:17]2[cH:18][n:19][cH:20][cH:21][cH:22]2)[cH:6][cH:7]1. The reactants are [N+](=O)([O-])C1=C2C=C(N=CC2=CC=C1)C(=O)O (5-Nitroisoquinoline-3-carboxylic acid). The reagents and catalysts are [Pd] (palladium-on-carbon). Solvent: CO (methanol). Reaction conditions: time 5 hour. The product is NC1=C2C=C(N=CC2=CC=C1)C(=O)O (5-aminoisoquinoline-3-carboxylic acid). The yield is 92.2%. Reaction SMILES: [N+:1]([C:4]1[CH:13]=[CH:12][CH:11]=[C:10]2[C:5]=1[CH:6]=[C:7]([C:14]([OH:16])=[O:15])[N:8]=[CH:9]2)([O-])=O>CO.[Pd]>[NH2:1][C:4]1[CH:13]=[CH:12][CH:11]=[C:10]2[C:5]=1[CH:6]=[C:7]([C:14]([OH:16])=[O:15])[N:8]=[CH:9]2. Procedure details: 5-Nitroisoquinoline-3-carboxylic acid (44 g) is dissolved in methanol (3 liters), and a catalyst consisting of palladium-on-carbon (3/97 by weight; 15 g) is added. The mixture is hydrogenated at atmospheric pressure, at a temperature between 20° and 25° C. After stirring for 5 hours, the volume of hydrogen absorbed is 13.9 liters. The mixture is filtered through diatomaceous silica and the filtrate is concentrated to dryness under reduced pressure (20 mm Hg; 2.7 kPa) at 60° C. to yield 5-aminois... Reactants: [Br-].[Na+] (sodium bromide), ClC1=C(C(=CC=C1)C)C (chloro-ortho-xylene), ClC1=C(C(=CC=C1)C)C (3-chloro-ortho-xylene), ClC=1C=C(C(=CC1)C)C (4-chloro-ortho-xylene), C(C)(=O)[O-].[Na+] (sodium acetate), C(C)(=O)O (acetic acid). The reagents and catalysts are O.O.O.O.C(C)(=O)[O-].[Co+2].C(C)(=O)[O-] (cobalt acetate tetrahydrate), O.O.O.O.C(C)(=O)[O-].[Mn+2].C(C)(=O)[O-] (manganese acetate tetrahydrate), C(C)(=O)[O-].[Zr+4].C(C)(=O)[O-].C(C)(=O)[O-].C(C)(=O)[O-] (zirconium acetate). Conditions: temperature 160 celsius, time 2 hour. Yields the product ClC1=C2C(C(=O)OC2=O)=CC=C1 (chlorophthalic anhydride). Reaction SMILES: [Cl:1][C:2]1[CH:7]=[CH:6][CH:5]=[C:4](C)[C:3]=1C.ClC1C=C(C)C(C)=CC=1.[C:19]([O-:22])(=[O:21])[CH3:20].[Na+].[Br-].[Na+].C(O)(=[O:28])C>O.O.O.O.C([O-])(=O)C.[Co+2].C([O-])(=O)C.O.O.O.O.C([O-])(=O)C.[Mn+2].C([O-])(=O)C.C([O-])(=O)C.[Zr+4].C([O-])(=O)C.C([O-])(=O)C.C([O-])(=O)C>[Cl:1][C:2]1[CH:7]=[CH:6][CH:5]=[C:20]2[C:19]([O:22][C:4](=[O:28])[C:3]=12)=[O:21] |f:2.3,4.5,7.8.9.10.11.12.13,14.15.16.17.18.19.20,21.22.23.24.25|. Procedure: In a laboratory scale reactor 492 grams (g) (3.5 mol) of chloro-ortho-xylene (a mixture of about 30% 3-chloro-ortho-xylene and about 70% 4-chloro-ortho-xylene), 1925 g of glacial acetic acid, 8.7 g (1 mol %) of cobalt acetate tetrahydrate, 4.3 g (0.5 mol %) of manganese acetate tetrahydrate, 1.0 g (0.06 mol %) zirconium acetate solution, 4.3 g (1.5 mol %) sodium acetate and varying amounts of sodium bromide were combined. The reactor was filled with nitrogen, pressurized to 1900 KPa and heated t... Reactants: [N+](=O)([O-])C1=CC=C(C=O)C=C1 (4-nitrobenzaldehyde), C[C@H]1N[C@H](CNC1)C ((2R,6S)-2,6-dimethylpiperazine), C(C)(=O)O[BH-](OC(C)=O)OC(C)=O.[Na+] (Sodium tri(acetoxy)borohydride). The solvent is C(Cl)Cl (DCM), ClCCCl (1,2-DCE). Conditions: time 2 hour. The product is [N+](=O)([O-])C1=CC=C(C=C1)CN1C[C@H](N[C@H](C1)C)C ((3R,5S)-1-[(4-Nitrophenyl)methyl]-3,5-dimethylpiperazine). Isolated yield 39.2%. Reaction SMILES: [N+:1]([C:4]1[CH:11]=[CH:10][C:7]([CH:8]=O)=[CH:6][CH:5]=1)([O-:3])=[O:2].[CH3:12][C@@H:13]1[CH2:18][NH:17][CH2:16][C@H:15]([CH3:19])[NH:14]1.C(O[BH-](OC(=O)C)OC(=O)C)(=O)C.[Na+]>ClCCCl.C(Cl)Cl>[N+:1]([C:4]1[CH:11]=[CH:10][C:7]([CH2:8][N:17]2[CH2:16][C@H:15]([CH3:19])[NH:14][C@H:13]([CH3:12])[CH2:18]2)=[CH:6][CH:5]=1)([O-:3])=[O:2] |f:2.3|. Procedure: A mixture of 4-nitrobenzaldehyde (6.612 g, 43.8 mmol) and (2R,6S)-2,6-dimethylpiperazine (5 g, 43.8 mmol) in 1,2-DCE (100 mL) was stirred at room temperature for 2 h. Sodium tri(acetoxy)borohydride (13.92 g, 65.7 mmol) was added and the reaction was stirred at room temperature over-weekend. The reaction mixture was diluted with DCM and washed with saturated aqueous NaHCO3 solution. The aqueous wash was extracted with 10% MeOH/DCM and the combined organics were dried and concentrated. Column chro... The reactants are CC(C)=CCCC(C)=CCO, Cc1c(O)cc2c(c1C)OC1(CCC1)CC2, C1COCCO1, O. Product: CC(C)=CCCC(C)=CCc1c(O)c(C)c(C)c2c1CCC1(CCC1)O2. RXN SMILES: [CH3:17][C:18]([CH3:19])=[CH:20][CH2:21][CH2:22][C:23]([CH3:24])=[CH:25][CH2:26][OH:27].[CH3:1][c:2]1[c:3]([OH:16])[cH:4][c:5]2[c:10]([c:11]1[CH3:12])[O:9][C:8]1([CH2:7][CH2:6]2)[CH2:13][CH2:14][CH2:15]1.[O:29]1[CH2:30][CH2:31][O:32][CH2:33][CH2:34]1.[OH2:28]>>[CH3:1][c:2]1[c:3]([OH:16])[c:4]([CH2:26][CH:25]=[C:23]([CH2:22][CH2:21][CH:20]=[C:18]([CH3:17])[CH3:19])[CH3:24])[c:5]2[c:10]([c:11]1[CH3:12])[O:9][C:8]1([CH2:7][CH2:6]2)[CH2:13][CH2:14][CH2:15]1. Starting materials: C(=O)(OCC1=CC=CC=C1)N1CCC(CC1)(C(=O)OC)NC(=O)OC(C)(C)C (N-carbobenzyloxy-4-(tert-butyloxycarbonylamino)-4-carbomethoxy-piperidine). The reagents and catalysts are [OH-].[OH-].[Pd+2] (Pearlman's catalyst). Solvent: CO (methanol). Product: C(C)(C)(C)OC(=O)NC1(CCNCC1)C(=O)OC (4-(tert-butyloxycarbonylamino)-4-carbomethoxy-piperidine). The yield is 98.7%. As a reaction SMILES: C([N:11]1[CH2:16][CH2:15][C:14]([NH:21][C:22]([O:24][C:25]([CH3:28])([CH3:27])[CH3:26])=[O:23])([C:17]([O:19][CH3:20])=[O:18])[CH2:13][CH2:12]1)(OCC1C=CC=CC=1)=O>CO.[OH-].[OH-].[Pd+2]>[C:25]([O:24][C:22]([NH:21][C:14]1([C:17]([O:19][CH3:20])=[O:18])[CH2:15][CH2:16][NH:11][CH2:12][CH2:13]1)=[O:23])([CH3:28])([CH3:27])[CH3:26] |f:2.3.4|. Reported procedure: A solution of 1.56 g (4.0 mmoles) of N-carbobenzyloxy-4-(tert-butyloxycarbonylamino)-4-carbomethoxy-piperidine in 150 ml of methanol was hydrogenated at 50 psi (20° C.) on a Parr apparatus for 18 hours, using 1.01 g of Pearlman's catalyst (palladium hydroxide on carbon; palladium hydroxide content 20%, water content 31%). The catalyst was filtered and the filtrate concentrated in vacuo to afford the title compound (1.02 g; 100% yield) as a colorless amorphous solid. 1Hnmr (60 mHz, CDCl3) delta 1... The reactants are OC1=C2CCCC(C2=CC=C1)=O (5-hydroxy-1-oxotetraline), ClCCCN1CCN(CC1)C1=C(C=CC=C1)OC (1-(3-chloropropyl)-4-(2-methoxyphenyl)-piperazine), O (water). Isolated yield 78.8%. Procedure: from 5-hydroxy-1-oxotetraline and 1-(3-chloropropyl)-4-(2-methoxyphenyl)-piperazine; yield 78.8% of theory; the hydrochloride, after recrystallization from water and drying, contained 0.486 mol water; m.p. 174°-175°C; RXN SMILES: [OH:1][C:2]1[CH:11]=[CH:10][CH:9]=[C:8]2[C:3]=1[CH2:4][CH2:5][CH2:6][C:7]2=[O:12].Cl[CH2:14][CH2:15][CH2:16][N:17]1[CH2:22][CH2:21][N:20]([C:23]2[CH:28]=[CH:27][CH:26]=[CH:25][C:24]=2[O:29][CH3:30])[CH2:19][CH2:18]1.O>>[CH3:30][O:29][C:24]1[CH:25]=[CH:26][CH:27]=[CH:28][C:23]=1[N:20]1[CH2:19][CH2:18][N:17]([CH2:16][CH2:15][CH2:14][O:1][C:2]2[CH:11]=[CH:10][CH:9]=[C:8]3[C:3]=2[CH2:4][CH2:5][CH2:6][C:7]3=[O:12])[CH2:22][CH2:21]1. The product is COC1=C(C=CC=C1)N1CCN(CC1)CCCOC1=C2CCCC(C2=CC=C1)=O (5-{3-[4-(2-methoxyphenyl)-1-piperazinyl]-propoxy}-3,4-dihydro-2H-naphthalene-1-one).